From a dataset of the Open Reaction Database (ORD), a public repository of structured organic reaction records. describe an organic reaction: reactants, conditions, products, and yield Solvent: C(C)(C)O (isopropanol). Yields the product CC=1C=CC(=NC1)C=1N(CC(N1)(C(F)(F)F)O)C1=CC=C(C=C1)SC (5-methyl-2-[4-hydroxy-1-[4-(methylthio)phenyl]-4-(trifluoromethyl)-4.5-dihydro-1H-imidazol-2-yl]pyridine). Procedure: To a mixture of the amidine of step 2 (10 g, 52.41 mmol) and sodium bicarbonate (8.6 g, 103 mmol) in isopropanol (1200 ml), 3-bromo-1,1,1-trifluoroacetone (10 g, 52 mmol) was added. After heating at reflux for 22 hours, the reaction mixture was cooled and filtered. The residue was dissolved in methylene chloride and washed water than brine. The organic extracts were dried (MgSO4), filtered and concentrated. The crude mixture was purified by chromatography (silica gel, 100% ethyl acetate) to give... Reaction SMILES: [CH3:1][C:2]1[CH:3]=[CH:4][C:5]([C:8](=[NH:18])[NH:9][C:10]2[CH:15]=[CH:14][C:13]([S:16][CH3:17])=[CH:12][CH:11]=2)=[N:6][CH:7]=1.C(=O)(O)[O-].[Na+].Br[CH2:25][C:26](=[O:31])[C:27]([F:30])([F:29])[F:28].N1C=CNC1>C(O)(C)C>[CH3:1][C:2]1[CH:3]=[CH:4][C:5]([C:8]2[N:9]([C:10]3[CH:15]=[CH:14][C:13]([S:16][CH3:17])=[CH:12][CH:11]=3)[CH2:25][C:26]([OH:31])([C:27]([F:30])([F:29])[F:28])[N:18]=2)=[N:6][CH:7]=1 |f:1.2|. The reactants are N1CNC=C1 (dihydro-imidazole), CC=1C=CC(=NC1)C(NC1=CC=C(C=C1)SC)=N (5-methyl-N-[4-(methylthio)phenyl]-2-pyridinecarboximidamide), C([O-])(O)=O.[Na+] (sodium bicarbonate), BrCC(C(F)(F)F)=O (3-bromo-1,1,1-trifluoroacetone). Starting materials: COC=1C=C(C=CC1)N1CCNCC1 (1-(3-methoxyphenyl)piperazine), ClCCC(COC1=CC=CC=C1)O (4-chloro-1-phenoxy-2-butanol), C([O-])([O-])=O.[Na+].[Na+] (sodium carbonate). Run in C(CCC)O (1-butanol). The product is O(C1=CC=CC=C1)CC(CCN1CCN(CC1)C1=CC(=CC=C1)OC)O (1-Phenoxy-4-[4-(3-methoxyphenyl)-1-piperazinyl]-2-butanol). The yield is 46.3%. As a reaction SMILES: [CH3:1][O:2][C:3]1[CH:4]=[C:5]([N:9]2[CH2:14][CH2:13][NH:12][CH2:11][CH2:10]2)[CH:6]=[CH:7][CH:8]=1.Cl[CH2:16][CH2:17][CH:18]([OH:27])[CH2:19][O:20][C:21]1[CH:26]=[CH:25][CH:24]=[CH:23][CH:22]=1.C(=O)([O-])[O-].[Na+].[Na+]>C(O)CCC>[O:20]([CH2:19][CH:18]([OH:27])[CH2:17][CH2:16][N:12]1[CH2:13][CH2:14][N:9]([C:5]2[CH:6]=[CH:7][CH:8]=[C:3]([O:2][CH3:1])[CH:4]=2)[CH2:10][CH2:11]1)[C:21]1[CH:26]=[CH:25][CH:24]=[CH:23][CH:22]=1 |f:2.3.4|. Procedure details: This compound was prepared according to the procedure of Example 78. A mixture of 3.8 g (0.02 mole) of 1-(3-methoxyphenyl)piperazine, 4.0 g (0.02 mole) of 4-chloro-1-phenoxy-2-butanol and 8.0 g (0.075 mole) of anhydrous sodium carbonate in 150 ml of 1-butanol gave 3.3 g (45%) of off-white powder, m.p. 58°-60° C. Recrystallizing solvent used was diethyl ether-petroleum ether.